This data is from the Open Reaction Database (ORD), a public repository of structured organic reaction records. The task is: describe an organic reaction: reactants, conditions, products, and yield The product is BrC1=CC=C(C=C1)S(=O)(NC)=NC (4-Bromo-N,N′-dimethyl-benzenesulfonimidamide). The reactants are CNS(=O)C1=CC=C(C=C1)Br (4-bromo-benzenesulfinic acid methylamide), CN (methylamine), Intermediate 17. As a reaction SMILES: [CH3:1][NH:2][S:3]([C:5]1[CH:10]=[CH:9][C:8]([Br:11])=[CH:7][CH:6]=1)=[O:4].[CH3:12][NH2:13]>>[Br:11][C:8]1[CH:9]=[CH:10][C:5]([S:3](=[N:13][CH3:12])([NH:2][CH3:1])=[O:4])=[CH:6][CH:7]=1. Procedure: The title compound is prepared from 4-bromo-benzenesulfinic acid methylamide and methylamine following a procedure analogous to that described for Intermediate 17 (Step 2). LC (method 1): tR=0.70 min; Mass spectrum (ESI+): m/z=263, 265 [M+H]+. Starting materials: ClCCl, Cc1ccccc1S(=O)(=O)N=C=O, COc1nc(N)nc(N(C)C)n1. The product is COc1nc(NC(=O)NS(=O)(=O)c2ccccc2C)nc(N(C)C)n1. RXN SMILES: [CH2:26]([Cl:27])[Cl:28].[CH3:13][c:14]1[c:15]([S:20](=[O:21])(=[O:22])[N:23]=[C:24]=[O:25])[cH:16][cH:17][cH:18][cH:19]1.[NH2:1][c:2]1[n:3][c:4]([O:11][CH3:12])[n:5][c:6]([N:8]([CH3:9])[CH3:10])[n:7]1>>[NH:1]([c:2]1[n:3][c:4]([O:11][CH3:12])[n:5][c:6]([N:8]([CH3:9])[CH3:10])[n:7]1)[C:24]([NH:23][S:20]([c:15]1[c:14]([CH3:13])[cH:19][cH:18][cH:17][cH:16]1)(=[O:21])=[O:22])=[O:25]. Starting materials: compound 92, Cl.ClCC1=C(N=C2N1C=CC=C2)C2=CC=C(C=C2)Cl (3-(chloromethyl)-2-(4-chlorophenyl)imidazo[1,2-a]pyridine hydrochloride), FC=1C(NC(NC1)=O)=O (5-fluoropyrimidine-2,4(1H,3H)-dione). Yields the product ClC1=CC=C(C=C1)C=1N=C2N(C=CC=C2)C1CN1C(NC(C(=C1)F)=O)=O (1-((2-(4-chlorophenyl)imidazo[1,2-a]pyridin-3-yl)methyl)-5-fluoropyrimidine-2,4(1H,3H)-dione). RXN SMILES: Cl.Cl[CH2:3][C:4]1[N:8]2[CH:9]=[CH:10][CH:11]=[CH:12][C:7]2=[N:6][C:5]=1[C:13]1[CH:18]=[CH:17][C:16]([Cl:19])=[CH:15][CH:14]=1.[F:20][C:21]1[C:22](=[O:28])[NH:23][C:24](=[O:27])[NH:25][CH:26]=1>>[Cl:19][C:16]1[CH:17]=[CH:18][C:13]([C:5]2[N:6]=[C:7]3[CH:12]=[CH:11][CH:10]=[CH:9][N:8]3[C:4]=2[CH2:3][N:25]2[CH:26]=[C:21]([F:20])[C:22](=[O:28])[NH:23][C:24]2=[O:27])=[CH:14][CH:15]=1 |f:0.1|. Procedure details: The title compound was prepared according to Method B and the experimentals described for compound 92 from 3-(chloromethyl)-2-(4-chlorophenyl)imidazo[1,2-a]pyridine hydrochloride and 5-fluoropyrimidine-2,4(1H,3H)-dione. M/e+ 371 for C18H13ClFN4O2 (M+H)+; 1H-NMR (400 MHz, CDCl3) δ 8.22 (d, J=6.9 Hz, 1H), 7.71 (d, J=8.8 Hz, 1H), 7.67 (d, J=8.4 Hz, 2H), 7.52 (d, J=8.4 Hz, 2H), 7.36 (m, 1H), 6.96 (m, 1H), 6.69 (d, J=5.5 Hz, 1H), 5.45 (s, 2H) ppm. Run in C(C)(=O)O (acetic acid). The yield is 69.7%. Reactants: O=C1C(C(N(C2=C(N1CC(=O)N(C1=CC=C(C=C1)OC)C(C)C)C=CC=C2)C2=NC=CC=C2)=O)=NNC2=CC=CC=C2 (2-[2,4-Dioxo-3(phenyl-hydrazono)-5-pyrdin-2-yl-2,3,4,5-tetrahydrobenzo[b][1,4]diazepin-1-yl]-N-isopropyl-N-(4-methoxy-phenyl)-acetamide). RXN SMILES: [O:1]=[C:2]1[N:8]([CH2:9][C:10]([N:12]([CH:21]([CH3:23])[CH3:22])[C:13]2[CH:18]=[CH:17][C:16]([O:19][CH3:20])=[CH:15][CH:14]=2)=[O:11])[C:7]2[CH:24]=[CH:25][CH:26]=[CH:27][C:6]=2[N:5]([C:28]2[CH:33]=[CH:32][CH:31]=[CH:30][N:29]=2)[C:4](=[O:34])[C:3]1=[N:35]NC1C=CC=CC=1>[Zn].C(O)(=O)C>[NH2:35][CH:3]1[C:2](=[O:1])[N:8]([CH2:9][C:10]([N:12]([CH:21]([CH3:23])[CH3:22])[C:13]2[CH:14]=[CH:15][C:16]([O:19][CH3:20])=[CH:17][CH:18]=2)=[O:11])[C:7]2[CH:24]=[CH:25][CH:26]=[CH:27][C:6]=2[N:5]([C:28]2[CH:33]=[CH:32][CH:31]=[CH:30][N:29]=2)[C:4]1=[O:34]. The product is NC1C(N(C2=C(N(C1=O)CC(=O)N(C1=CC=C(C=C1)OC)C(C)C)C=CC=C2)C2=NC=CC=C2)=O (2-(3-Amino-2,4-dioxo-5-pyridin-2-yl-2,3,4,5-tetrahydro-benzo[b][1,4]diazepin-1-yl)-N-isopropyl-N-(4-methoxy-phenyl)-acetamide). The reagents and catalysts are [Zn] (zinc). Run at time 3 hour. Procedure details: A mixture of 2-[2,4-Dioxo-3(phenyl-hydrazono)-5-pyrdin-2-yl-2,3,4,5-tetrahydrobenzo[b][1,4]diazepin-1-yl]-N-isopropyl-N-(4-methoxy-phenyl)-acetamide (460 mg), zinc dust (430 mg) and acetic acid (5.6 ml) was stirred at rt for 3 h. The solids were removed by filtration through celite, the filtrate was concentrated in vacuo and the residue azeotroped with hexane. The residue was dissolved in ethyl acetate (50 ml) and washed with 2N aqueous sodium bicarbonate (2×30 ml), water, (30 ml), brine (30 ml)... Reactants: C(C)(C)N(CC)C(C)C (diisopropylethylamine), C1(CCCCC1)CO (Cyclohexylmethanol), CS(=O)(=O)Cl (methanesulfonyl chloride). Solvent: C(Cl)Cl (CH2Cl2), C(Cl)Cl (CH2Cl2). Conditions: temperature 0 celsius, time 1 hour. Yields the product C1(CCCCC1)COS(=O)(=O)C (Methanesulfonic acid cyclohexylmethyl ester). RXN SMILES: [CH:1]1([CH2:7][OH:8])[CH2:6][CH2:5][CH2:4][CH2:3][CH2:2]1.C(N(C(C)C)CC)(C)C.[CH3:18][S:19](Cl)(=[O:21])=[O:20]>C(Cl)Cl>[CH:1]1([CH2:7][O:8][S:19]([CH3:18])(=[O:21])=[O:20])[CH2:6][CH2:5][CH2:4][CH2:3][CH2:2]1. Procedure details: Cyclohexylmethanol (1.25 mL, 10.0 mmol) was dissolved in CH2Cl2 (50 mL), treated with diisopropylethylamine (7.0 mL, 40.0 mmol), cooled to 0° C., treated with methanesulfonyl chloride (0.85 mL, 11.0 mmol), and stirred for 1 hour at room temperature. The reaction was diluted with CH2Cl2 (200 mL), washed with saturated bicarbonate solution and brine, dried over Na2SO4, and concentrated to give 2.42 g (125% crude yield) of the desired product which was used immediately without purification. The reactants are OCCOC1=CC=C(C=C1)C(=O)C1=CC=CC=C1 ({4-[(2-Hydroxyethyl)oxy]phenyl}(phenyl)methanone), CC1(CC(CC(C1)(C)C)=O)C (3,3,5,5-tetramethylcyclohexanone). Reagents/catalysts: [Zn] (Zn), Cl[Ti](Cl)(Cl)Cl (TiCl4). The solvent is C1CCOC1 (THF), C1CCOC1 (THF). The product is C1(=CC=CC=C1)C(C1=CC=C(C=C1)OCCO)=C1CC(CC(C1)(C)C)(C)C (2-({4-[Phenyl(3,3,5,5-tetramethylcyclohexylidene)methyl]phenyl}oxy)ethanol). Isolated yield 77.4%. Reaction SMILES: [OH:1][CH2:2][CH2:3][O:4][C:5]1[CH:10]=[CH:9][C:8]([C:11]([C:13]2[CH:18]=[CH:17][CH:16]=[CH:15][CH:14]=2)=O)=[CH:7][CH:6]=1.[CH3:19][C:20]1([CH3:29])[CH2:25][C:24]([CH3:27])([CH3:26])[CH2:23][C:22](=O)[CH2:21]1>C1COCC1.[Zn].Cl[Ti](Cl)(Cl)Cl>[C:13]1([C:11](=[C:22]2[CH2:23][C:24]([CH3:27])([CH3:26])[CH2:25][C:20]([CH3:29])([CH3:19])[CH2:21]2)[C:8]2[CH:9]=[CH:10][C:5]([O:4][CH2:3][CH2:2][OH:1])=[CH:6][CH:7]=2)[CH:18]=[CH:17][CH:16]=[CH:15][CH:14]=1. Procedure details: To a stirred suspension of Zn (0.65 g, 9.91 mmol) in THF (10 mL) was added TiCl4 (0.55 mL, 4.95 mmol) dropwise. The mixture was refluxed under nitrogen for 2.5 h. After cooling to room temperature, a solution of 5 (0.30 g, 1.24 mmol) and 3,3,5,5-tetramethylcyclohexanone (0.59 g, 3.71 mmol) in THF (17 mL) was added at once. The reaction mixture was refluxed for another 2.5 h. Following cooling to room temperature, the reaction was quenched with 10% K2CO3 (40 mL). The quenched reaction mixture was...